Dataset: the Open Reaction Database (ORD), a public repository of structured organic reaction records. Task: describe an organic reaction: reactants, conditions, products, and yield Starting materials: CCN=C=NCCCN(C)C, CC(C)n1ncnc1-c1cn2c(n1)-c1ccc(NCC(=O)O)cc1OCC2, CCN(C(C)C)C(C)C, [Cl-], [Li], [NH4+], CN(C)C=O, O, On1nnc2ccccc21. Product: CC(C)n1ncnc1-c1cn2c(n1)-c1ccc(NCC(N)=O)cc1OCC2. As a reaction SMILES: [CH2:29]([N:31]=[C:30]=[N:32][CH2:33][CH2:34][CH2:35][N:36]([CH3:37])[CH3:38])[CH3:39].[CH:2]([CH3:3])([CH3:4])[n:5]1[n:6][cH:7][n:8][c:9]1-[c:10]1[cH:11][n:12]2[c:18]([n:19]1)-[c:17]1[c:16]([cH:23][c:22]([NH:24][CH2:25][C:26](=[O:27])[OH:28])[cH:21][cH:20]1)[O:15][CH2:14][CH2:13]2.[CH:51]([N:52]([CH2:53][CH3:54])[CH:55]([CH3:56])[CH3:57])([CH3:58])[CH3:59].[Cl-:60].[Li:1].[NH4+:61].[O:62]=[CH:63][N:64]([CH3:65])[CH3:66].[OH2:40].[OH:41][n:42]1[c:43]2[cH:44][cH:45][cH:46][cH:47][c:48]2[n:49][n:50]1>>[CH:2]([CH3:3])([CH3:4])[n:5]1[n:6][cH:7][n:8][c:9]1-[c:10]1[cH:11][n:12]2[c:18]([n:19]1)-[c:17]1[c:16]([cH:23][c:22]([NH:24][CH2:25][C:26](=[O:27])[NH2:31])[cH:21][cH:20]1)[O:15][CH2:14][CH2:13]2. Reactants: solution, C(C)O (ethanol), OC(C#N)C(OC1=C(C=CC=C1)OC)C1=C(C=CC=C1)Cl (2-hydroxy-3-(2-chlorophenyl)-3-(2-methoxy-phenoxy)-propionitrile), B#B (diborane). Run in C1CCOC1 (THF), O1CCCC1 (tetrahydrofuran). Run at time 16 hour. Product: OC(CN)C(C1=C(C=CC=C1)Cl)OC1=C(C=CC=C1)OC (2-hydroxy-3-(2-methoxy-phenoxy)-3-(2-chlorophenyl)-propylamine). The yield is 78.3%. As a reaction SMILES: [OH:1][CH:2]([CH:5]([C:15]1[CH:20]=[CH:19][CH:18]=[CH:17][C:16]=1[Cl:21])[O:6][C:7]1[CH:12]=[CH:11][CH:10]=[CH:9][C:8]=1[O:13][CH3:14])[C:3]#[N:4].B#B.C(O)C>C1COCC1>[OH:1][CH:2]([CH:5]([O:6][C:7]1[CH:12]=[CH:11][CH:10]=[CH:9][C:8]=1[O:13][CH3:14])[C:15]1[CH:20]=[CH:19][CH:18]=[CH:17][C:16]=1[Cl:21])[CH2:3][NH2:4]. Procedure details: Under an atmosphere of nitrogen to 15.7 g of 2-hydroxy-3-(2-chlorophenyl)-3-(2-methoxy-phenoxy)-propionitrile in 110 ml of anhydrous THF there was added at 15° C. 46.2 ml of a 1.35 M solution of diborane in tetrahydrofuran. Stirring was continued at room temperature for 16 hours. A small quantity of ethanol was added and the whole was evaporated to dryness. The residue was dissolved in ethyl ether, extracted with 3% HCl, made alkaline with 20% NaOH, re-extracted with ethyl ether. After washing w... Run in CN(C)C=O (DMF). As a reaction SMILES: C([S-])C.[Na+].[CH2:5]([O:12][C@@H:13]1[C@@H:18]([O:19][CH2:20][C:21]2[CH:26]=[CH:25][CH:24]=[CH:23][CH:22]=2)[C@H:17]([O:27][CH2:28][C:29]2[CH:34]=[CH:33][CH:32]=[CH:31][CH:30]=2)[C@@H:16]([CH2:35][O:36][CH2:37][C:38]2[CH:43]=[CH:42][CH:41]=[CH:40][CH:39]=2)[O:15][C@:14]1([C:48]1[CH:53]=[C:52]([CH2:54][C:55]2[CH:60]=[CH:59][C:58]([CH2:61][CH3:62])=[CH:57][CH:56]=2)[C:51]([Cl:63])=[CH:50][C:49]=1[O:64]C)[CH2:44][C:45]([CH3:47])=[CH2:46])[C:6]1[CH:11]=[CH:10][CH:9]=[CH:8][CH:7]=1>CN(C=O)C>[Cl:63][C:51]1[C:52]([CH2:54][C:55]2[CH:60]=[CH:59][C:58]([CH2:61][CH3:62])=[CH:57][CH:56]=2)=[CH:53][C:48]([C@@:14]2([CH2:44][C:45]([CH3:47])=[CH2:46])[C@H:13]([O:12][CH2:5][C:6]3[CH:7]=[CH:8][CH:9]=[CH:10][CH:11]=3)[C@@H:18]([O:19][CH2:20][C:21]3[CH:26]=[CH:25][CH:24]=[CH:23][CH:22]=3)[C@H:17]([O:27][CH2:28][C:29]3[CH:34]=[CH:33][CH:32]=[CH:31][CH:30]=3)[C@@H:16]([CH2:35][O:36][CH2:37][C:38]3[CH:39]=[CH:40][CH:41]=[CH:42][CH:43]=3)[O:15]2)=[C:49]([OH:64])[CH:50]=1 |f:0.1|. Procedure: A mixture of sodium ethanethiolate (151 mg, 1.79 mmol) and 24 (150 mg, 0.179 mmol) in DMF (3 mL) was flushed with argon and heated at 90° C. for 3 h. The reaction mixture was cooled to 0° C. A mixture of acetic acid and water (1:1, 2 mL) was added. The resulting mixture was stirred for 10 min and then concentrated to dryness. The residue was partitioned between water and dichloromethane. The organic layer was separated, dried (Na2SO4), and evaporated. The residue was purified by preparatory TLC ... Run at temperature 90 celsius, time 10 minute. Yields the product ClC=1C(=CC(=C(C1)O)[C@@]1(O[C@@H]([C@H]([C@@H]([C@H]1OCC1=CC=CC=C1)OCC1=CC=CC=C1)OCC1=CC=CC=C1)COCC1=CC=CC=C1)CC(=C)C)CC1=CC=C(C=C1)CC (5-chloro-4-(4-ethylbenzyl)-2-((2S,3R,4S,5R,6R)-3,4,5-tris(benzyloxy)-6-(benzyloxymethyl)-2-(2-methylallyl)tetrahydro-2H-pyran-2-yl)phenol). Yield: 91.6%. The reactants are C(C)[S-].[Na+] (sodium ethanethiolate), C(C1=CC=CC=C1)O[C@H]1[C@](O[C@@H]([C@H]([C@@H]1OCC1=CC=CC=C1)OCC1=CC=CC=C1)COCC1=CC=CC=C1)(CC(=C)C)C1=C(C=C(C(=C1)CC1=CC=C(C=C1)CC)Cl)OC ((2S,3R,4S,5R,6R)-3,4,5-tris(benzyloxy)-6-(benzyloxymethyl)-2-(4-chloro-5-(4-ethylbenzyl)-2-methoxyphenyl)-2-(2-methylallyl)tetrahydro-2H-pyran). As a reaction SMILES: C(OC(=O)[NH:7][C:8]1[CH:13]=[C:12]([N:14]([CH3:18])[CH2:15][CH2:16][CH3:17])[C:11]([Cl:19])=[CH:10][C:9]=1[NH2:20])(C)(C)C.C(O[C:27](=[O:50])[CH2:28][C:29](=O)[C:30]1[CH:35]=[CH:34][CH:33]=[C:32]([C:36]2[S:37][CH:38]=[C:39]([CH2:41][O:42]C3CCCCO3)[N:40]=2)[CH:31]=1)(C)(C)C.C(O)(C(F)(F)F)=O>C(Cl)Cl>[Cl:19][C:11]1[C:12]([N:14]([CH3:18])[CH2:15][CH2:16][CH3:17])=[CH:13][C:8]2[N:7]=[C:29]([C:30]3[CH:35]=[CH:34][CH:33]=[C:32]([C:36]4[S:37][CH:38]=[C:39]([CH2:41][OH:42])[N:40]=4)[CH:31]=3)[CH2:28][C:27](=[O:50])[NH:20][C:9]=2[CH:10]=1. Starting materials: C(=O)(C(F)(F)F)O (TFA), C(C)(C)(C)OC(NC1=C(C=C(C(=C1)N(CCC)C)Cl)N)=O ([2-amino-4-chloro-5-(methyl-propyl-amino)-phenyl]-carbamic acid tert-butyl ester), C(C)(C)(C)OC(CC(C1=CC(=CC=C1)C=1SC=C(N1)COC1OCCCC1)=O)=O (3-oxo-3-[3-[4-(tetrahydro-pyran-2-yloxymethyl)-thiazol-2-yl]-phenyl]-propionic acid tert-butyl ester). The product is ClC=1C(=CC2=C(NC(CC(=N2)C2=CC(=CC=C2)C=2SC=C(N2)CO)=O)C1)N(CCC)C (8-Chloro-4-[3-(4-hydroxymethyl-thiazol-2-yl)-phenyl]-7-(methyl-propyl-amino)-1,3-dihydro-benzo[b][1,4]diazepin-2-one), solid. Solvent: C(Cl)Cl (CH2Cl2). Procedure details: The title compound was prepared from [2-amino-4-chloro-5-(methyl-propyl-amino)-phenyl]-carbamic acid tert-butyl ester (0.16 g) (Example J8) and 3-oxo-3-[3-[4-(tetrahydro-pyran-2-yloxymethyl)-thiazol-2-yl]-phenyl]-propionic acid tert-butyl ester (0.23 g) (Example K27) according to the general procedure M. The obtained material was deprotected and cyclized by treatment with TFA in CH2Cl2 according to the general procedure N. Obtained as a yellow solid (0.10 g).